Dataset: the Open Reaction Database (ORD), a public repository of structured organic reaction records. Task: describe an organic reaction: reactants, conditions, products, and yield Starting materials: CCCC1CCC(C2CCC(C(=O)O)CC2)CC1, O=S(Cl)Cl. The product is CCCC1CCC(C2CCC(C(=O)O)CC2)CC1, [Cl-]. As a reaction SMILES: [CH2:1]([CH2:2][CH3:3])[CH:4]1[CH2:5][CH2:6][CH:7]([CH:10]2[CH2:11][CH2:12][CH:13]([C:16](=[O:17])[OH:18])[CH2:14][CH2:15]2)[CH2:8][CH2:9]1.[S:19]([Cl:20])([Cl:21])=[O:22]>>[CH2:1]([CH2:2][CH3:3])[CH:4]1[CH2:5][CH2:6][CH:7]([CH:10]2[CH2:11][CH2:12][CH:13]([C:16](=[O:17])[OH:18])[CH2:14][CH2:15]2)[CH2:8][CH2:9]1.[Cl-:21]. The reactants are C(C)(C)OC1=C(C(=O)O)C=C(C=C1)S(=O)(=O)C (2-Isopropoxy-5-methanesulfonyl-benzoic acid), C1NCC2=CC=CC=C12 (2,3-Dihydro-1H-isoindole), CN(C)C(=[N+](C)C)ON1C2=C(C=CC=C2)N=N1.[B-](F)(F)(F)F (TBTU), CCN(C(C)C)C(C)C (DIPEA). Run in CN(C)C=O (DMF). Conditions: time 2 hour. Yields the product C1N(CC2=CC=CC=C12)C(=O)C1=C(C=CC(=C1)S(=O)(=O)C)OC(C)C ((1,3-Dihydro-isoindol-2-yl)-(2-isopropoxy-5-methanesulfonyl-phenyl)-methanone). Yield: 88.0%. As a reaction SMILES: [CH:1]([O:4][C:5]1[CH:13]=[CH:12][C:11]([S:14]([CH3:17])(=[O:16])=[O:15])=[CH:10][C:6]=1[C:7]([OH:9])=O)([CH3:3])[CH3:2].[CH2:18]1[C:26]2[C:21](=[CH:22][CH:23]=[CH:24][CH:25]=2)[CH2:20][NH:19]1.CN(C(ON1N=NC2C=CC=CC1=2)=[N+](C)C)C.[B-](F)(F)(F)F.CCN(C(C)C)C(C)C>CN(C=O)C>[CH2:18]1[C:26]2[C:21](=[CH:22][CH:23]=[CH:24][CH:25]=2)[CH2:20][N:19]1[C:7]([C:6]1[CH:10]=[C:11]([S:14]([CH3:17])(=[O:16])=[O:15])[CH:12]=[CH:13][C:5]=1[O:4][CH:1]([CH3:2])[CH3:3])=[O:9] |f:2.3|. Procedure details: A mixture of 0.387 mmol 2-isopropoxy-5-methanesulfonyl-benzoic acid (example B1), 0.464 mmol 2,3-Dihydro-1H-isoindole (commercial), 0.426 mmol TBTU and 1.935 mmol DIPEA in 1.4 ml DMF was stirred at RT for 2 h. The reaction mixture was evaporated in vacuo. The residue was taken in water and extracted with ethylacetate. The combined organic phases were washed with saturated sodium bicarbonate solution, dried over sodium sulfate, filtered and concentrated in vacuo. The residue was purified by chrom... Reactants: FC1=C(C=CC=C1F)C1=CC=C(C=C1)OCCCCCCC (2,3-difluoro-4'-heptyloxybiphenyl), 1b, C(=O)=O (dry ice). Reaction conditions: temperature -78 celsius, time 3 hour. The product is C(CCCCCC)OC1=CC=C(C=C1)C1=C(C(=C(C=C1)C(=O)O)F)F (4'-heptyloxy-2,3-difluoro-biphenyl-4-carboxylic acid). As a reaction SMILES: [F:1][C:2]1[C:7]([F:8])=[CH:6][CH:5]=[CH:4][C:3]=1[C:9]1[CH:14]=[CH:13][C:12]([O:15][CH2:16][CH2:17][CH2:18][CH2:19][CH2:20][CH2:21][CH3:22])=[CH:11][CH:10]=1.[C:23](=[O:25])=[O:24]>>[CH2:16]([O:15][C:12]1[CH:13]=[CH:14][C:9]([C:3]2[CH:4]=[CH:5][C:6]([C:23]([OH:25])=[O:24])=[C:7]([F:8])[C:2]=2[F:1])=[CH:10][CH:11]=1)[CH2:17][CH2:18][CH2:19][CH2:20][CH2:21][CH3:22]. Procedure: 0.1 mol of 2,3-difluoro-4'-heptyloxybiphenyl is metalated according to 1b). The mixture is stirred for 3 hours at -78° C. and the reaction mixture is then tipped in one swing onto 200 g of pulverized dry ice. The mixture is subsequently worked up as customary. The reactants are ClC1=CC=CC(=N1)C1=CC=C(CN2C(C3=CC=CC=C3C2=O)=O)C=C1 (2-[4-(6-chloro-pyridin-2-yl)-benzyl]-isoindol-1,3-dione), aqueous solution, [F-].[Cs+] (cesium fluoride), C1CCOC1 (THF), 2-propenyl dipropylamine, 9-borabicyclo-[3,3,1]-nonane(9-BBN) THF. Reagents/catalysts: ClCCl.[Pd](Cl)Cl.C1(=CC=CC=C1)P([C-]1C=CC=C1)C1=CC=CC=C1.[C-]1(C=CC=C1)P(C1=CC=CC=C1)C1=CC=CC=C1.[Fe+2] (1,1′-bis(diphenylphosphino)ferrocene-palladium(II) dichloride dichloromethane). Solvent: CN(C)C=O (DMF). Reaction conditions: time 5 hour. Yields the product C(CC)N(CCCC1=CC=CC(=N1)C1=CC=C(CN2C(C3=CC=CC=C3C2=O)=O)C=C1)CCC (2-{4-[6-(3-dipropylamino-propyl)-pyridin-2-yl]-benzyl}-isoindol-1,3-dione). RXN SMILES: [CH2:1]1[CH2:5]OC[CH2:2]1.Cl[C:7]1[N:12]=[C:11]([C:13]2[CH:30]=[CH:29][C:16]([CH2:17][N:18]3[C:26](=[O:27])[C:25]4[C:20](=[CH:21][CH:22]=[CH:23][CH:24]=4)[C:19]3=[O:28])=[CH:15][CH:14]=2)[CH:10]=[CH:9][CH:8]=1.[F-].[Cs+]>ClCCl.[Pd](Cl)Cl.C1(P(C2C=CC=CC=2)[C-]2C=CC=C2)C=CC=CC=1.[C-]1(P(C2C=CC=CC=2)C2C=CC=CC=2)C=CC=C1.[Fe+2].CN(C=O)C>[CH2:11]([N:12]([CH2:2][CH2:1][CH3:5])[CH2:7][CH2:8][CH2:9][C:7]1[N:12]=[C:11]([C:13]2[CH:30]=[CH:29][C:16]([CH2:17][N:18]3[C:19](=[O:28])[C:20]4[C:25](=[CH:24][CH:23]=[CH:22][CH:21]=4)[C:26]3=[O:27])=[CH:15][CH:14]=2)[CH:10]=[CH:9][CH:8]=1)[CH2:13][CH3:14] |f:2.3,4.5.6.7.8|. Procedure details: An anhydrous THF solution (1.0 ml) containing 2-propenyl dipropylamine (158 mg) was cooled with ice and a 0.5 mol/l 9-borabicyclo-[3,3,1]-nonane(9-BBN)/THF solution (2.06 ml) was dropped thereto. The whole was gradually warmed to room temperature and stirred for 5 hours. After that, a 1,1′-bis(diphenylphosphino)ferrocene-palladium(II) dichloride dichloromethane complex (PdCl2 (dppf)) (210 mg) and the compound (300 mg) obtained in Example 36-3 were added thereto together with DMF (3.0 ml), and a ... The product is ClC1=CC=C(C=C1)/C=C/C=1OC=C(N1)COC1=CC=C(C=C1)CCCCN1C(=NC=C1)CS(=O)(=O)C (2-[(E)-2-(4-chlorophenyl)ethenyl]-4-[[4-[4-[2-[(methylsulfonyl)methyl]-1H-imidazol-1-yl]butyl]phenoxy]methyl]-1,3-oxazole). Yield: 75.5%. Starting materials: ClCC=1N=C(OC1)\C=C\C1=CC=C(C=C1)Cl (4-(chloromethyl)-2-[(E)-2-(4-chlorophenyl)ethenyl]-1,3-oxazole), CS(=O)(=O)CC=1N(C=CN1)CCCCC1=CC=C(C=C1)O (4-[4-[2-[(methylsulfonyl)methyl]-1H-imidazol-1-yl]butyl]phenol), [H-].[Na+] (sodium hydride). Procedure details: Using 4-(chloromethyl)-2-[(E)-2-(4-chlorophenyl)ethenyl]-1,3-oxazole (227 mg), 4-[4-[2-[(methylsulfonyl)methyl]-1H-imidazol-1-yl]butyl]phenol (250 mg) and 65% sodium hydride (32.9 mg), the same reaction as Example 11-(i) was carried out to yield the titled compound (322 mg) as a colorless crystal powder. RXN SMILES: Cl[CH2:2][C:3]1[N:4]=[C:5](/[CH:8]=[CH:9]/[C:10]2[CH:15]=[CH:14][C:13]([Cl:16])=[CH:12][CH:11]=2)[O:6][CH:7]=1.[CH3:17][S:18]([CH2:21][C:22]1[N:23]([CH2:27][CH2:28][CH2:29][CH2:30][C:31]2[CH:36]=[CH:35][C:34]([OH:37])=[CH:33][CH:32]=2)[CH:24]=[CH:25][N:26]=1)(=[O:20])=[O:19].[H-].[Na+]>>[Cl:16][C:13]1[CH:14]=[CH:15][C:10](/[CH:9]=[CH:8]/[C:5]2[O:6][CH:7]=[C:3]([CH2:2][O:37][C:34]3[CH:33]=[CH:32][C:31]([CH2:30][CH2:29][CH2:28][CH2:27][N:23]4[CH:24]=[CH:25][N:26]=[C:22]4[CH2:21][S:18]([CH3:17])(=[O:20])=[O:19])=[CH:36][CH:35]=3)[N:4]=2)=[CH:11][CH:12]=1 |f:2.3|. Starting materials: N1CCCC1 (pyrrolidine), C(C)OC(=O)OC1=CC=C(C=CC(=O)N2CCN(CC2)CC(=O)N2CCCC2)C=C1 (1-[4-(ethoxycarbonyloxy)cinnamoyl]-4-(pyrrolidinocarbonylmethyl)piperazine), resultant mixture. The solvent is C(Cl)(Cl)Cl (chloroform). The product is OC1=CC=C(C=CC(=O)N2CCN(CC2)CC(=O)N2CCCC2)C=C1 (1-(4-hydroxycinnamoyl)-4-(pyrrolidinocarbonylmethyl)piperazine). RXN SMILES: C(OC([O:6][C:7]1[CH:30]=[CH:29][C:10]([CH:11]=[CH:12][C:13]([N:15]2[CH2:20][CH2:19][N:18]([CH2:21][C:22]([N:24]3[CH2:28][CH2:27][CH2:26][CH2:25]3)=[O:23])[CH2:17][CH2:16]2)=[O:14])=[CH:9][CH:8]=1)=O)C.N1CCCC1>C(Cl)(Cl)Cl>[OH:6][C:7]1[CH:30]=[CH:29][C:10]([CH:11]=[CH:12][C:13]([N:15]2[CH2:16][CH2:17][N:18]([CH2:21][C:22]([N:24]3[CH2:28][CH2:27][CH2:26][CH2:25]3)=[O:23])[CH2:19][CH2:20]2)=[O:14])=[CH:9][CH:8]=1. Procedure: The piperazine compound was dissolved in 150 ml of chloroform, and to the solution was added 2.30 g of pyrrolidine. The resultant mixture was stirred at room temperature for 1.5 hours. After completion of the reaction, the solvent was evaporated, and the residue was subjected to chromatography using a silica gel column and purified with a mixed solvent of chloroform and methanol (10:1), thereby obtaining 11.1 g (a stoichiometric amount) of 1-(4-hydroxycinnamoyl)-4-(pyrrolidinocarbonylmethyl)pipe... The reactants are C(=O)=O (carbon dioxide), C(CCC)[Li] (n-Butyllithium), COC1=CC=CC2=CC(=CC=C12)OC (1,6-dimethoxynaphthalene), CN(CCN(C)C)C (N, N, N', N'-Tetra-methylethylenediamine), C([O-])([O-])=O.[Na+].[Na+] (sodium carbonate). The solvent is O (water), O1CCCC1 (tetrahydrofuran). Conditions: time 20 hour. Product: COC=1C(=CC2=C(C=CC=C2C1)OC)C(=O)O (3,8-dimethoxy-2-naphthoic acid). Yield: 38.9%. Reaction SMILES: C([Li])CCC.[CH3:6][O:7][C:8]1[C:17]2[C:12](=[CH:13][C:14]([O:18][CH3:19])=[CH:15][CH:16]=2)[CH:11]=[CH:10][CH:9]=1.CN(C)CCN(C)C.[C:28](=[O:30])=[O:29].C(=O)([O-])[O-].[Na+].[Na+]>O1CCCC1.O>[CH3:19][O:18][C:14]1[C:15]([C:28]([OH:30])=[O:29])=[CH:16][C:17]2[C:12]([CH:13]=1)=[CH:11][CH:10]=[CH:9][C:8]=2[O:7][CH3:6] |f:4.5.6|. Reported procedure: n-Butyllithium (2.5M in hexanes; 220 ml) was added dropwise at 700° C. under nitrogen to a stirred solution of 1,6-dimethoxynaphthalene (95 g) in tetrahydrofuran (1000 ml). N, N, N', N'-Tetra-methylethylenediamine (150 ml) was added and the mixture was stirred at ambient temperature for 20 hours, then cooled to -20° C. and poured onto crushed solid carbon dioxide (500 g). When effervescence had ceased, the mixture was diluted with water (1000 ml), basified by the addition of sodium carbonate (10...